Dataset: the Open Reaction Database (ORD), a public repository of structured organic reaction records. Task: describe an organic reaction: reactants, conditions, products, and yield Starting materials: Fc1ccc2c(Nc3cccc(Br)c3)ncnc2n1, CCO, N. The product is Nc1ccc2c(Nc3cccc(Br)c3)ncnc2n1. Reaction SMILES: [Br:1][c:2]1[cH:3][c:4]([NH:5][c:6]2[c:7]3[c:8]([n:9][cH:10][n:11]2)[n:12][c:13]([F:16])[cH:14][cH:15]3)[cH:17][cH:18][cH:19]1.[CH3:21][CH2:22][OH:23].[NH3:20]>>[Br:1][c:2]1[cH:3][c:4]([NH:5][c:6]2[c:7]3[c:8]([n:9][cH:10][n:11]2)[n:12][c:13]([NH2:20])[cH:14][cH:15]3)[cH:17][cH:18][cH:19]1. Reactants: CC1=C(C(=CC=C1)C)N1C(C2C(C1)(CCC2)C(=O)OC)=O (Methyl 2-(2,6-dimethylphenyl)-1-oxooctahydrocyclopenta[c]pyrrole-3a-carboxylate), Cl (HCl). Solvent: CO (methanol), O (water), [Li+].[OH-] (LiOH). Conditions: temperature 70 celsius. The product is CC1=C(C(=CC=C1)C)N1C(C2C(C1)(CCC2)C(=O)O)=O (2-(2,6-dimethylphenyl)-1-oxooctahydrocyclopenta[c]pyrrole-3a-carboxylic acid). The yield is 82.3%. RXN SMILES: [CH3:1][C:2]1[CH:7]=[CH:6][CH:5]=[C:4]([CH3:8])[C:3]=1[N:9]1[CH2:13][C:12]2([C:17]([O:19]C)=[O:18])[CH2:14][CH2:15][CH2:16][CH:11]2[C:10]1=[O:21].Cl>[Li+].[OH-].CO.O>[CH3:1][C:2]1[CH:7]=[CH:6][CH:5]=[C:4]([CH3:8])[C:3]=1[N:9]1[CH2:13][C:12]2([C:17]([OH:19])=[O:18])[CH2:14][CH2:15][CH2:16][CH:11]2[C:10]1=[O:21] |f:2.3|. Procedure: Methyl 2-(2,6-dimethylphenyl)-1-oxooctahydrocyclopenta[c]pyrrole-3a-carboxylate (400 mg, 1.4 mmol) suspended in 5 mL of 1 M LiOH in 90% methanol was heated at 70° C. After cooling to room temperature, the reaction mixture was diluted with water, the pH adjusted to ˜1 with concentrated HCl and the product was extracted twice with ethyl acetate (15 mL). The combined organic layer was dried over anhydrous Na2SO4 and the solvent was evaporated to yield 2-(2,6-dimethylphenyl)-1-oxooctahydrocyclopenta... The reactants are C1(=CC=CC=C1)C(C(=O)Cl)C1=CC=CC=C1 (2,2-diphenylacetic acid chloride), C1(CC1)C1=NN=C(O1)N (5-cyclopropyl-[1,3,4]oxadiazol-2-ylamine). The product is C1(CC1)C1=NN=C(O1)NC(C(C1=CC=CC=C1)C1=CC=CC=C1)=O (N-(5-Cyclopropyl-[1,3,4]oxadiazol-2-yl)-2,2-diphenyl-acetamide). RXN SMILES: [C:1]1([CH:7]([C:11]2[CH:16]=[CH:15][CH:14]=[CH:13][CH:12]=2)[C:8](Cl)=[O:9])[CH:6]=[CH:5][CH:4]=[CH:3][CH:2]=1.[CH:17]1([C:20]2[O:24][C:23]([NH2:25])=[N:22][N:21]=2)[CH2:19][CH2:18]1>>[CH:17]1([C:20]2[O:24][C:23]([NH:25][C:8](=[O:9])[CH:7]([C:11]3[CH:16]=[CH:15][CH:14]=[CH:13][CH:12]=3)[C:1]3[CH:6]=[CH:5][CH:4]=[CH:3][CH:2]=3)=[N:22][N:21]=2)[CH2:19][CH2:18]1. Procedure: The title compound, white solid, m.p. 159-160° C. and MS: m/e=320.3 (M+H+) was prepared in accordance with the general method of example 44a from 2,2-diphenylacetic acid chloride and 5-cyclopropyl-[1,3,4]oxadiazol-2-ylamine.